Dataset: the Open Reaction Database (ORD), a public repository of structured organic reaction records. Task: describe an organic reaction: reactants, conditions, products, and yield Starting materials: OC=1C=C(C=O)C=C(C1O)[N+](=O)[O-] (3,4-dihydroxy-5-nitrobenzaldehyde), C(C)(=O)C1=CC=CC=C1 (acetophenone), Cl (hydrogen chloride). The solvent is CO (methanol). Product: OC=1C=C(C=C(C1O)[N+](=O)[O-])C=CC(=O)C1=CC=CC=C1 (3-(3,4-Dihydroxy-5-nitrophenyl)-1-phenylprop-2-en-1-one). As a reaction SMILES: [OH:1][C:2]1[CH:3]=[C:4]([CH:7]=[C:8]([N+:11]([O-:13])=[O:12])[C:9]=1[OH:10])[CH:5]=O.[C:14]([C:17]1[CH:22]=[CH:21][CH:20]=[CH:19][CH:18]=1)(=[O:16])[CH3:15].Cl>CO>[OH:1][C:2]1[CH:3]=[C:4]([CH:5]=[CH:15][C:14]([C:17]2[CH:22]=[CH:21][CH:20]=[CH:19][CH:18]=2)=[O:16])[CH:7]=[C:8]([N+:11]([O-:13])=[O:12])[C:9]=1[OH:10]. Reported procedure: A solution containing 0.55 g of 3,4-dihydroxy-5-nitrobenzaldehyde and 0.36 g of acetophenone in 10 ml of methanol was saturated with gaseous hydrogen chloride. After standing over night at 5° C. the product was filtered and washed with methanol. Yield 0.55 g (68%), m.p. 192°-195° C. Reactants: substituted thiourea, BrCC(CC(=O)NC1=CC(=CC=C1)C(F)(F)F)=O (4-bromo-3'-trifluoromethylacetoacetanilide), N1=CC=CC=C1 (pyridine), CC(C(=O)NC(=S)N)(C)C (N-trimethylacetylthiourea). Solvent: O (water), O (water), C(C)O (ethanol). Yields the product CC(C(=O)NC=1SC=C(N1)CC(NC1=CC(=CC=C1)C(F)(F)F)=O)(C)C (2-(TRIMETHYLACETAMIDO)-4-(3-TRIFLUOROMETHYLPHENYLCARBAMOYLMETHYL)THIAZOLE). The yield is 88.0%. RXN SMILES: Br[CH2:2][C:3](=O)[CH2:4][C:5]([NH:7][C:8]1[CH:13]=[CH:12][CH:11]=[C:10]([C:14]([F:17])([F:16])[F:15])[CH:9]=1)=[O:6].N1C=CC=CC=1.[CH3:25][C:26]([CH3:34])([CH3:33])[C:27]([NH:29][C:30]([NH2:32])=[S:31])=[O:28]>O.C(O)C>[CH3:25][C:26]([CH3:34])([CH3:33])[C:27]([NH:29][C:30]1[S:31][CH:2]=[C:3]([CH2:4][C:5](=[O:6])[NH:7][C:8]2[CH:13]=[CH:12][CH:11]=[C:10]([C:14]([F:17])([F:16])[F:15])[CH:9]=2)[N:32]=1)=[O:28]. Procedure: A 500 ml reaction flask fitted with a magnetic stirrer, heating mantle, thermometer and water-cooled condenser was charged with 44.7 g (0.138 mole) of 4-bromo-3'-trifluoromethylacetoacetanilide, 350 ml of absolute ethanol and 15 g (0.19 mole) of pyridine. A 26 g - sample (0.162 mole) of N-trimethylacetylthiourea [m.p. 140°-42°; prepared as described by Moore and Crossley in The Journal of the American Chemical Society, vol. 62, p. 3273 (1940)] was added to the reaction solution. As the substitut... Starting materials: CCOc1ncc(Cl)cc1Br, CC(=O)c1ccc(B(O)O)cc1, COCCOC, [Na+], [Na+], O=C([O-])[O-], c1ccc(P(c2ccccc2)(c2ccccc2)[Pd](P(c2ccccc2)(c2ccccc2)c2ccccc2)(P(c2ccccc2)(c2ccccc2)c2ccccc2)P(c2ccccc2)(c2ccccc2)c2ccccc2)cc1. Product: CCOc1ncc(Cl)cc1-c1ccc(C(C)=O)cc1. Reaction SMILES: [Br:1][c:2]1[c:3]([O:9][CH2:10][CH3:11])[n:4][cH:5][c:6]([Cl:8])[cH:7]1.[C:12]([CH3:13])(=[O:14])[c:15]1[cH:16][cH:17][c:18]([B:21]([OH:22])[OH:23])[cH:19][cH:20]1.[CH3:107][O:108][CH2:109][CH2:110][O:111][CH3:112].[Na+:24].[Na+:25].[O-:26][C:27](=[O:28])[O-:29].[cH:30]1[cH:31][cH:32][c:33]([P:34]([Pd:35]([P:36]([c:37]2[cH:38][cH:39][cH:40][cH:41][cH:42]2)([c:43]2[cH:44][cH:45][cH:46][cH:47][cH:48]2)[c:49]2[cH:50][cH:51][cH:52][cH:53][cH:54]2)([P:55]([c:56]2[cH:57][cH:58][cH:59][cH:60][cH:61]2)([c:62]2[cH:63][cH:64][cH:65][cH:66][cH:67]2)[c:68]2[cH:69][cH:70][cH:71][cH:72][cH:73]2)[P:74]([c:75]2[cH:76][cH:77][cH:78][cH:79][cH:80]2)([c:81]2[cH:82][cH:83][cH:84][cH:85][cH:86]2)[c:87]2[cH:88][cH:89][cH:90][cH:91][cH:92]2)([c:93]2[cH:94][cH:95][cH:96][cH:97][cH:98]2)[c:99]2[cH:100][cH:101][cH:102][cH:103][cH:104]2)[cH:105][cH:106]1>>[c:2]1(-[c:18]2[cH:17][cH:16][c:15]([C:12]([CH3:13])=[O:14])[cH:20][cH:19]2)[c:3]([O:9][CH2:10][CH3:11])[n:4][cH:5][c:6]([Cl:8])[cH:7]1. Starting materials: ClC1=NC2=CC(=CC(=C2C(=C1C)Cl)F)F (2,4-dichloro-5,7-difluoro-3-methylquinoline), N1CCCCC1 (piperidine). Yields the product ClC1=C(C(=NC2=CC(=CC(=C12)F)F)N1CCCCC1)C (4-chloro-5,7-difluoro-3-methyl-2-(piperidin-1-yl)quinoline). Reaction SMILES: Cl[C:2]1[C:11]([CH3:12])=[C:10]([Cl:13])[C:9]2[C:4](=[CH:5][C:6]([F:15])=[CH:7][C:8]=2[F:14])[N:3]=1.[NH:16]1[CH2:21][CH2:20][CH2:19][CH2:18][CH2:17]1>>[Cl:13][C:10]1[C:9]2[C:4](=[CH:5][C:6]([F:15])=[CH:7][C:8]=2[F:14])[N:3]=[C:2]([N:16]2[CH2:21][CH2:20][CH2:19][CH2:18][CH2:17]2)[C:11]=1[CH3:12]. Reported procedure: Prepared according to Procedure G using 2,4-dichloro-5,7-difluoro-3-methylquinoline (300 mg, 1.21 mmol) and piperidine in to give 4-chloro-5,7-difluoro-3-methyl-2-(piperidin-1-yl)quinoline. Mass Spectrum (ESI) m/e=297.1 (M+1). The reactants are CCO, O=C[O-], Cl, Fc1cccc(OC2CN(C(c3ccccc3)c3ccccc3)C2)c1, [NH4+]. Yields the product Fc1cccc(OC2CNC2)c1. Reaction SMILES: [CH3:31][CH2:32][OH:33].[CH:26]([O-:27])=[O:28].[ClH:30].[F:1][c:2]1[cH:3][c:4]([O:5][CH:6]2[CH2:7][N:8]([CH:10]([c:11]3[cH:12][cH:13][cH:14][cH:15][cH:16]3)[c:17]3[cH:18][cH:19][cH:20][cH:21][cH:22]3)[CH2:9]2)[cH:23][cH:24][cH:25]1.[NH4+:29]>>[F:1][c:2]1[cH:3][c:4]([O:5][CH:6]2[CH2:7][NH:8][CH2:9]2)[cH:23][cH:24][cH:25]1.